From a dataset of the Open Reaction Database (ORD), a public repository of structured organic reaction records. describe an organic reaction: reactants, conditions, products, and yield Reactants: BrC1=CC2=C(NC(=N2)NC=2C=CC=C3C=CC(=CC23)O)C=C1 (8-(5-bromo-1H-benzo[d]imidazol-2-ylamino)naphthalen-2-ol), C1(=CC=CC=C1)B(O)O (phenylboronic acid), C(=O)([O-])[O-].[Na+].[Na+].O (Na2CO3.H2O), C(OC)COC (dimethoxyethane). The reagents and catalysts are Cl[Pd]([P](C1=CC=CC=C1)(C2=CC=CC=C2)C3=CC=CC=C3)([P](C4=CC=CC=C4)(C5=CC=CC=C5)C6=CC=CC=C6)Cl (PdCl2(PPh3)2). The solvent is O (H2O), CCO (EtOH), O (water). Reaction conditions: time 10 minute. Product: C1(=CC=CC=C1)C1=CC2=C(NC(=N2)NC=2C=CC=C3C=CC(=CC23)O)C=C1 (8-(5-Phenyl-1H-benzo [d]imidazol-2-ylamino)naphthalen-2-ol). RXN SMILES: Br[C:2]1[CH:22]=[CH:21][C:5]2[NH:6][C:7]([NH:9][C:10]3[CH:11]=[CH:12][CH:13]=[C:14]4[C:19]=3[CH:18]=[C:17]([OH:20])[CH:16]=[CH:15]4)=[N:8][C:4]=2[CH:3]=1.[C:23]1(B(O)O)[CH:28]=[CH:27][CH:26]=[CH:25][CH:24]=1.C([O-])([O-])=O.[Na+].[Na+].O.C(COC)OC>O.Cl[Pd](Cl)([P](C1C=CC=CC=1)(C1C=CC=CC=1)C1C=CC=CC=1)[P](C1C=CC=CC=1)(C1C=CC=CC=1)C1C=CC=CC=1.CCO>[C:23]1([C:2]2[CH:22]=[CH:21][C:5]3[NH:6][C:7]([NH:9][C:10]4[CH:11]=[CH:12][CH:13]=[C:14]5[C:19]=4[CH:18]=[C:17]([OH:20])[CH:16]=[CH:15]5)=[N:8][C:4]=3[CH:3]=2)[CH:28]=[CH:27][CH:26]=[CH:25][CH:24]=1 |f:2.3.4.5,^1:48,67|. Procedure details: A mixture of 8-(5-bromo-1H-benzo[d]imidazol-2-ylamino)naphthalen-2-ol (18 mg, 0.05 mmol, Example 14), phenylboronic acid (12 mg, 0.1 mmol, Aldrich), PdCl2(PPh3)2 (3.5 mg, 0.005 mmol, Aldrich), Na2CO3.H2O (12 mg, 0.1 mmol), dimethoxyethane (0.35 mL), H2O (0.15 mL) and EtOH (0.1 1 mL) was subjected to microwave irradiation at 120° C. with stirring for 10 min. The reaction mixture was cooled to room temperature, diluted with water (5 mL) and extracted with EtOAc (2×10 mL). The combined organic phas... The reactants are C(C)(C)(C)C=1C=C([O-])C=C(C1)C(C)(C)C.C(C)(C)(C)C=1C=C([O-])C=C(C1)C(C)(C)C.C[SiH](C)[Zr+2](C1=C(CC=2C=CC3=C(C12)C=CC=C3)C)C3=C(CC=1C=CC2=C(C31)C=CC=C2)C (rac-dimethylsilylbis(2-methylbenzo[e]indenyl)zirconium bis(3,5-di-tert-butylphenoxide)), C(C)(=O)Cl (acetyl chloride). The solvent is C1(=CC=CC=C1)C (toluene), C1(=CC=CC=C1)C (toluene). Conditions: time 4 hour. The product is [Cl-].[Cl-].C[SiH](C)[Zr+2](C1=C(CC=2C=CC3=C(C12)C=CC=C3)C)C3=C(CC=1C=CC2=C(C31)C=CC=C2)C (rac-dimethylsilylbis(2-methylbenzo[e]indenyl)zirconium dichloride). RXN SMILES: C(C1C=C(C=C(C(C)(C)C)C=1)[O-])(C)(C)C.C(C1C=C(C=C(C(C)(C)C)C=1)[O-])(C)(C)C.[CH3:31][SiH:32]([Zr+2:34]([C:49]1[C:57]2[C:56]3[CH:58]=[CH:59][CH:60]=[CH:61][C:55]=3[CH:54]=[CH:53][C:52]=2[CH2:51][C:50]=1[CH3:62])[C:35]1[C:43]2[C:42]3[CH:44]=[CH:45][CH:46]=[CH:47][C:41]=3[CH:40]=[CH:39][C:38]=2[CH2:37][C:36]=1[CH3:48])[CH3:33].C([Cl:66])(=O)C>C1(C)C=CC=CC=1>[Cl-:66].[Cl-:66].[CH3:31][SiH:32]([Zr+2:34]([C:49]1[C:57]2[C:56]3[CH:58]=[CH:59][CH:60]=[CH:61][C:55]=3[CH:54]=[CH:53][C:52]=2[CH2:51][C:50]=1[CH3:62])[C:35]1[C:43]2[C:42]3[CH:44]=[CH:45][CH:46]=[CH:47][C:41]=3[CH:40]=[CH:39][C:38]=2[CH2:37][C:36]=1[CH3:48])[CH3:33] |f:0.1.2,5.6.7|. Procedure details: 3.4 g of rac-dimethylsilylbis(2-methylbenzo[e]indenyl)zirconium bis(3,5-di-tert-butylphenoxide) (IV) from example 1 were suspended in 35.8 g of toluene in a dry round-bottomed flask which had been flushed with inert gas and was provided with stopcock and magnetic stirrer bar. At room temperature, 7.5 g of a 10% strength by weight solution of acetyl chloride in toluene were quickly added to this suspension via a dropping funnel. The mixture was stirred at room temperature. After 4 hours, the reac... Reactants: BrCCCCCCBr, CCO, COc1ccc(O)c(Cl)c1, [Na+], [OH-]. The product is COc1ccc(OCCCCCCBr)c(Cl)c1. As a reaction SMILES: [Br:13][CH2:14][CH2:15][CH2:16][CH2:17][CH2:18][CH2:19][Br:20].[CH3:21][CH2:22][OH:23].[Cl:3][c:4]1[c:5]([OH:12])[cH:6][cH:7][c:8]([O:10][CH3:11])[cH:9]1.[Na+:2].[OH-:1]>>[Cl:3][c:4]1[c:5]([O:12][CH2:19][CH2:18][CH2:17][CH2:16][CH2:15][CH2:14][Br:13])[cH:6][cH:7][c:8]([O:10][CH3:11])[cH:9]1. Reactants: C(C)(=O)OC(C)=O (acetic anhydride), C1(\C=C/C(=O)O1)=O (Maleic anhydride), NC=1C=C(C=CC1)C#C (3-aminophenylacetylene), DMAc. The reagents and catalysts are O.O.O.O.C(C)(=O)[O-].[Ni+2].C(C)(=O)[O-] (Nickel acetate tetrahydrate). Solvent: N,N'-dimethylacetamide, O (water). Run at time 2 hour. Yields the product C(#C)C=1C=C(C=CC1)N1C(C=CC1=O)=O (N-(3-ethynylphenyl)maleimide). Isolated yield 80.1%. RXN SMILES: [C:1]1(=[O:7])O[C:4](=[O:5])[CH:3]=[CH:2]1.[NH2:8][C:9]1[CH:10]=[C:11]([C:15]#[CH:16])[CH:12]=[CH:13][CH:14]=1.C(OC(=O)C)(=O)C>O.O.O.O.O.C([O-])(=O)C.[Ni+2].C([O-])(=O)C>[C:15]([C:11]1[CH:10]=[C:9]([N:8]2[C:4](=[O:5])[CH:3]=[CH:2][C:1]2=[O:7])[CH:14]=[CH:13][CH:12]=1)#[CH:16] |f:4.5.6.7.8.9.10|. Procedure: Maleic anhydride (79.6 g, 0.81 mole) was added to a solution of distilled 3-aminophenylacetylene (95.1 g, 0.81 mole) dissolved in 500 mL of dry N,N'-dimethylacetamide (DMAc) at 5°-10° C. After addition, another 300 mL of DMAc was added and the mixture stirred at room temperature for two hours. Nickel acetate tetrahydrate (0.8 g) and acetic anhydride (300 mL) were added to the reaction mixture and stirring was continued for 12 hours at room temperature to affect cyclodehydration. The crude produc...